Dataset: the Open Reaction Database (ORD), a public repository of structured organic reaction records. Task: describe an organic reaction: reactants, conditions, products, and yield The reactants are COC(C(C1=CC=C(C=C1)OCCSC1=CC2=CC=CC=C2C=C1)=O)=O (4-[[2-(2-naphthalenylthio)ethyl]oxy]-alpha-oxobenzeneacetic acid methyl ester). Solvent: CO (methanol), [OH-].[Na+] (sodium hydroxide). Yields the product C1=C(C=CC2=CC=CC=C12)SCCOC1=CC=C(C=C1)C(C(=O)O)=O (4-[[2-(2-naphthalenylthio)ethyl]oxy]-alpha-oxobenzeneacetic acid). The yield is 84.0%. Reaction SMILES: C[O:2][C:3](=[O:26])[C:4](=[O:25])[C:5]1[CH:10]=[CH:9][C:8]([O:11][CH2:12][CH2:13][S:14][C:15]2[CH:24]=[CH:23][C:22]3[C:17](=[CH:18][CH:19]=[CH:20][CH:21]=3)[CH:16]=2)=[CH:7][CH:6]=1>CO.[OH-].[Na+]>[CH:16]1[C:17]2[C:22](=[CH:21][CH:20]=[CH:19][CH:18]=2)[CH:23]=[CH:24][C:15]=1[S:14][CH2:13][CH2:12][O:11][C:8]1[CH:9]=[CH:10][C:5]([C:4](=[O:25])[C:3]([OH:26])=[O:2])=[CH:6][CH:7]=1 |f:2.3|. Reported procedure: A mixture of 4-[[2-(2-naphthalenylthio)ethyl]oxy]-alpha-oxobenzeneacetic acid methyl ester (0.495 g) in methanol and 0.5N sodium hydroxide (5 mL) was treated as in Example 19. Extraction with dichloromethane provided material which was crystallized from diethyl ether-hexane to give 0.4 g of colorless 4-[[2-(2-naphthalenylthio)ethyl]oxy]-alpha-oxobenzeneacetic acid, mp 121°-123° C. The reactants are C(C1=CC=CC=C1)OC[C@H]1[C@@H](CC[C@@H]1CCCC)OC1OCCCC1 ((1R,2S,3S)-2-benzyloxymethyl-3-butyl-1-(2-tetrahydropyranyloxy)cyclopentane), Cl (hydrochloric acid). The solvent is O1CCCC1 (tetrahydrofuran). Reaction conditions: temperature 40 celsius, time 2.5 hour. Product: C(C1=CC=CC=C1)OC[C@H]1[C@@H](CC[C@@H]1CCCC)O ((1R,2S,3S)-2-benzyloxymethyl-3-butylcyclopentan-1-ol). Isolated yield 66.4%. As a reaction SMILES: [CH2:1]([O:8][CH2:9][C@@H:10]1[C@@H:14]([CH2:15][CH2:16][CH2:17][CH3:18])[CH2:13][CH2:12][C@H:11]1[O:19]C1CCCCO1)[C:2]1[CH:7]=[CH:6][CH:5]=[CH:4][CH:3]=1.Cl>O1CCCC1>[CH2:1]([O:8][CH2:9][C@@H:10]1[C@@H:14]([CH2:15][CH2:16][CH2:17][CH3:18])[CH2:13][CH2:12][C@H:11]1[OH:19])[C:2]1[CH:7]=[CH:6][CH:5]=[CH:4][CH:3]=1. Reported procedure: A mixture of 8.57 g of (1R,2S,3S)-2-benzyloxymethyl-3-butyl-1-(2-tetrahydropyranyloxy)cyclopentane (prepared in Reference Example 6), 50 ml of tetrahydrofuran and 25 ml of 2N hydrochloric acid was stirred for 2.5 hrs at 40° C. The mixture was extracted with 150 ml of diethyl ether, and the extract was washed with an aqueous solution of sodium bicarbonate and a saturated aqueous solution of sodium chloride successively, dried over anhydrous magnesium sulphate, and concentrated under reduced press...